Task: describe an organic reaction: reactants, conditions, products, and yield. Dataset: the Open Reaction Database (ORD), a public repository of structured organic reaction records The reactants are solution, [H-].[Al+3].[Li+].[H-].[H-].[H-] (lithium aluminium hydride), C(C)C(C(=O)[O-])C1NCCN(C1)CC1=CC=CC=C1 ((RS)-ethyl-(4-benzylpiperazin-2-yl)acetate), S(=O)(=O)([O-])[O-].[Na+].[Na+] (sodium sulfate), [OH-].[Na+] (sodium hydroxide). The solvent is O1CCCC1 (tetrahydrofuran), O1CCCC1 (tetrahydrofuran), O (water), O (Water). Conditions: time 0.25 hour. The product is C(C1=CC=CC=C1)N1CC(NCC1)CCO ((RS)-4-Benzyl-2-(2-hydroxyethyl)piperazine). Yield: 91.3%. Reaction SMILES: [H-].[Al+3].[Li+].[H-].[H-].[H-].C([CH:9]([CH:13]1[CH2:18][N:17]([CH2:19][C:20]2[CH:25]=[CH:24][CH:23]=[CH:22][CH:21]=2)[CH2:16][CH2:15][NH:14]1)[C:10]([O-])=[O:11])C.[OH-].[Na+].S([O-])([O-])(=O)=O.[Na+].[Na+]>O1CCCC1.O>[CH2:19]([N:17]1[CH2:16][CH2:15][NH:14][CH:13]([CH2:9][CH2:10][OH:11])[CH2:18]1)[C:20]1[CH:21]=[CH:22][CH:23]=[CH:24][CH:25]=1 |f:0.1.2.3.4.5,7.8,9.10.11|. Reported procedure: A 1M solution of lithium aluminium hydride in tetrahydrofuran (32.8 ml) was added dropwise to a stirred solution of (RS)-ethyl-(4-benzylpiperazin-2-yl)acetate (D3) (4.3 g, 16.41 mmol) in anhydrous tetrahydrofuran (100 ml) under argon, maintaining the temperature below 10° C. The resultant was stirred for a further 0.25 h, warmed to room temperature and stirred for 2.5 h. Water (8.2 ml), 2N sodium hydroxide (10.2 ml), and water (8.2 ml) were added dropwise sequentially with ice cooling. After 0.2... The reactants are solution, CNC (dimethylamine), C(C)(=O)O (acetic acid), [I-].ClC1=[N+](C=CC=C1)C (2-chloro-1-methylpyridinium iodide), ClC1=CC=C2C=CC(=NC2=C1)CCC=1C=C(C=CC1)C(SCCC(=O)O)SCCC(=O)O (5-(3-(2-(7-CHLOROQUINOLIN-2-YL)ETHYL)PHENYL)-4,6-DITHIANONANEDIOIC ACID). Solvent: C1(=CC=CC=C1)C (toluene), ClCCl (dichloromethane), C(C)#N (acetonitrile), C(C)N(CC)CC (triethylamine). Conditions: time 30 minute. The product is ClC1=CC=C2C=CC(=NC2=C1)CCC=1C=C(C=CC1)C(SCCC(=O)O)SCCC(N(C)C)=O (5-(3-(2-(7-CHLOROQUINOLIN-2-YL)ETHYL)PHENYL)-8-DIMETHYLCARBAMYL-4,6-DITHIAOCTANOIC ACID). As a reaction SMILES: [Cl:1][C:2]1[CH:11]=[C:10]2[C:5]([CH:6]=[CH:7][C:8]([CH2:12][CH2:13][C:14]3[CH:15]=[C:16]([CH:20]([S:27][CH2:28][CH2:29][C:30]([OH:32])=[O:31])[S:21][CH2:22][CH2:23][C:24](O)=[O:25])[CH:17]=[CH:18][CH:19]=3)=[N:9]2)=[CH:4][CH:3]=1.[I-].Cl[C:35]1C=CC=[CH:37][N+:36]=1C.CNC.C(O)(=O)C>ClCCl.C(#N)C.C(N(CC)CC)C.C1(C)C=CC=CC=1>[Cl:1][C:2]1[CH:11]=[C:10]2[C:5]([CH:6]=[CH:7][C:8]([CH2:12][CH2:13][C:14]3[CH:15]=[C:16]([CH:20]([S:21][CH2:22][CH2:23][C:24](=[O:25])[N:36]([CH3:37])[CH3:35])[S:27][CH2:28][CH2:29][C:30]([OH:32])=[O:31])[CH:17]=[CH:18][CH:19]=3)=[N:9]2)=[CH:4][CH:3]=1 |f:1.2|. Procedure details: To a suspension of diacid (Example 25) (0.3 g) in dichloromethane (20 mL), acetonitrile (5 mL) and triethylamine (200 μL) was added 2-chloro-1-methylpyridinium iodide (180 mg). The mixture was stirred 30 min, cooled to 0° and 0.32 mL of a 2M solution of dimethylamine in toluene was added. The reaction was stirred 2 hours at room temperature. The reaction mixture was poured onto NH4OAc buffer and acetic acid (5 mL) was added. The mixture was extracted with ethyl acetate, which was dried over sodi... Starting materials: C1(CCCCC1)NC1CCCCC1 (dicyclohexylamine), C(CCC)[Li] (n-butyl lithium), washings, C(C)(=O)O[C@H](C(C1=CC=CC=C1)(C1=CC=CC=C1)O)C1=CC=CC=C1 ((S)-1-hydroxy-1,1,2-triphenyleth-2-yl acetate), [Cl-].[NH4+] (ammonium chloride), FC1=CC=C(C=C1)C=1N=C(N(C1C1=CC=C(C=C1)F)/C=C/C=O)C(C)C ((E)-3-[4,5-bis(4-fluorophenyl)-2-(1-methylethyl)-1H-imidazol-1-yl]-2-propenal), washings. The solvent is C1CCOC1 (THF), O (Water), C1CCOC1 (THF), C1CCOC1 (THF). Yields the product FC1=CC=C(C=C1)C=1N=C(N(C1C1=CC=C(C=C1)F)/C=C/[C@H](CC(=O)O[C@H](C(C1=CC=CC=C1)(C1=CC=CC=C1)O)C1=CC=CC=C1)O)C(C)C ((S)-1-Hydroxy-1,1,2-triphenyleth-2-yl (3S,E)-5-[4,5-bis(4-fluorophenyl)-2-(1-methylethyl)-1H-imidazol-1-yl]-3-hydroxy-4-pentenoate). Yield: 94.4%. Reaction SMILES: C1(NC2CCCCC2)CCCCC1.C([Li])CCC.[C:19]([O:22][C@@H:23]([C:38]1[CH:43]=[CH:42][CH:41]=[CH:40][CH:39]=1)[C:24]([OH:37])([C:31]1[CH:36]=[CH:35][CH:34]=[CH:33][CH:32]=1)[C:25]1[CH:30]=[CH:29][CH:28]=[CH:27][CH:26]=1)(=[O:21])[CH3:20].[F:44][C:45]1[CH:50]=[CH:49][C:48]([C:51]2[N:52]=[C:53]([CH:67]([CH3:69])[CH3:68])[N:54](/[CH:63]=[CH:64]/[CH:65]=[O:66])[C:55]=2[C:56]2[CH:61]=[CH:60][C:59]([F:62])=[CH:58][CH:57]=2)=[CH:47][CH:46]=1.[Cl-].[NH4+]>C1COCC1.O>[F:44][C:45]1[CH:46]=[CH:47][C:48]([C:51]2[N:52]=[C:53]([CH:67]([CH3:69])[CH3:68])[N:54](/[CH:63]=[CH:64]/[C@@H:65]([OH:66])[CH2:20][C:19]([O:22][C@@H:23]([C:38]3[CH:43]=[CH:42][CH:41]=[CH:40][CH:39]=3)[C:24]([OH:37])([C:31]3[CH:32]=[CH:33][CH:34]=[CH:35][CH:36]=3)[C:25]3[CH:30]=[CH:29][CH:28]=[CH:27][CH:26]=3)=[O:21])[C:55]=2[C:56]2[CH:61]=[CH:60][C:59]([F:62])=[CH:58][CH:57]=2)=[CH:49][CH:50]=1 |f:4.5|. Procedure details: A solution of dry dicyclohexylamine (2.49 ml) in dry THF (30 ml) under nitrogen at 3° was treated dropwise with a solution of n-butyl lithium (1.55M in hexanes, 8.06 ml). After 25 min the solution was cannulated dropwise into a stirred suspension of (S)-1-hydroxy-1,1,2-triphenyleth-2-yl acetate (1.828 g) in dry THF (60 ml) under nitrogen at -40°, plus washings (10 ml). When the addition was complete the mixture was allowed to warm to 3°. After 20 min the solution was cooled to -40° and treated w...